The task is: describe an organic reaction: reactants, conditions, products, and yield. This data is from the Open Reaction Database (ORD), a public repository of structured organic reaction records. Reactants: COC([C@@H](NC(C1=CC=C(C=C1)OCC1=CC=CC=C1)=O)CCC(=O)OC)=O (N-(4-benzyloxybenzoyl)-L-glutamic acid dimethyl ester). Reagents/catalysts: [Pd] (Pd/C). The solvent is C(C)O (ethanol), C(C)(=O)OCC (ethyl acetate). Run at temperature 22 celsius, time 3 hour. The product is COC([C@@H](NC(C1=CC=C(C=C1)O)=O)CCC(=O)OC)=O (N-(4-Hydroxybenzoyl)-L-glutamic acid dimethyl ester). Isolated yield 99.2%. RXN SMILES: [CH3:1][O:2][C:3](=[O:28])[C@H:4]([CH2:22][CH2:23][C:24]([O:26][CH3:27])=[O:25])[NH:5][C:6](=[O:21])[C:7]1[CH:12]=[CH:11][C:10]([O:13]CC2C=CC=CC=2)=[CH:9][CH:8]=1>C(O)C.C(OCC)(=O)C.[Pd]>[CH3:1][O:2][C:3](=[O:28])[C@H:4]([CH2:22][CH2:23][C:24]([O:26][CH3:27])=[O:25])[NH:5][C:6](=[O:21])[C:7]1[CH:12]=[CH:11][C:10]([OH:13])=[CH:9][CH:8]=1. Procedure details: To a solution of 5.0 g of N-(4-benzyloxybenzoyl)-L-glutamic acid dimethyl ester in 175 ml ethanol and 25 ml ethyl acetate were added 0.6 g of 5% Pd/C. The mixture was shaken under a hydrogen atmosphere (3 atm) at 22° C. for 3 hours. The reaction mixture was then filtered through Celite and evaporated to an oil which was dissolved in ethyl acetate and, again, filtered through Celite. The filtrate was evaporated to give 3.8 g of the title compound as an oil: 300-MHz 1H NMR (CDCl3) δ2.10-2.21 (m, 1... Run at time 8 hour. Solvent: C(C)O (ethanol). Procedure details: To 1-(2,6-Difluorobenzyl)-2-(2,6-difluorophenyl)benzimidazole-4-carbonitrile (Example 105) (1.10 g, 2.88 mmol) dissolved in ethanol (100 mL) and 3 M Na2CO3 (10 mL) was added 30% hydrogen peroxide (10 mL). After stirring overnight at room temperature, the reaction was concentrated. The residue was then redissolved in EtOAc, and washed with NaHSO4(10% soln), NaHCO3 (sat. aq) and NaCl (sat. aq). The combined washings were dried (Na2SO4), filtered and concentrated. The crude product was purified by ... Isolated yield 72.0%. The product is FC1=C(CN2C(=NC3=C2C=CC=C3C(=O)N)C3=C(C=CC=C3F)F)C(=CC=C1)F (1-(2,6-difluorobenzyl)-2-(2,6-difluorophenyl)benzimidazole-4-carboxylic acid amide). As a reaction SMILES: [F:1][C:2]1[CH:27]=[CH:26][CH:25]=[C:24]([F:28])[C:3]=1[CH2:4][N:5]1[C:9]2[CH:10]=[CH:11][CH:12]=[C:13]([C:14]#[N:15])[C:8]=2[N:7]=[C:6]1[C:16]1[C:21]([F:22])=[CH:20][CH:19]=[CH:18][C:17]=1[F:23].C([O-])([O-])=[O:30].[Na+].[Na+].OO>C(O)C>[F:1][C:2]1[CH:27]=[CH:26][CH:25]=[C:24]([F:28])[C:3]=1[CH2:4][N:5]1[C:9]2[CH:10]=[CH:11][CH:12]=[C:13]([C:14]([NH2:15])=[O:30])[C:8]=2[N:7]=[C:6]1[C:16]1[C:17]([F:23])=[CH:18][CH:19]=[CH:20][C:21]=1[F:22] |f:1.2.3|. Reactants: C(=O)([O-])[O-].[Na+].[Na+] (Na2CO3), OO (hydrogen peroxide), FC1=C(CN2C(=NC3=C2C=CC=C3C#N)C3=C(C=CC=C3F)F)C(=CC=C1)F (1-(2,6-Difluorobenzyl)-2-(2,6-difluorophenyl)- benzimidazole-4-carbonitrile). Starting materials: CC([C@H](C(=O)OC)N1C(C2=CC=C(C=C2C1)C1=CC=C(C=C1)NC(=O)NC1=CC(=CC=C1)C(F)(F)F)=O)C ((R)-Methyl 3-methyl-2-(1-oxo-5-(4-(3-(3-(trifluoromethyl)phenyl)ureido)phenyl)isoindolin-2-yl)butanoate), BrC=1C=C2CN(C(C2=CC1)=O)C1(CCCC1)C(=O)OC (Methyl 1-(5-bromo-1-oxoisoindolin-2-yl)cyclopentanecarboxylate), CC1(OB(OC1(C)C)C1=CC=C(C=C1)NC(=O)NC1=CC(=CC=C1)C(F)(F)F)C (1-(4-(4,4,5,5-Tetramethyl-1,3,2-dioxaborolan-2-yl)phenyl)-3-(3-(trifluoro methyl)phenyl)urea). The reagents and catalysts are C1=CC=C(C=C1)P([C-]2C=CC=C2)C3=CC=CC=C3.C1=CC=C(C=C1)P([C-]2C=CC=C2)C3=CC=CC=C3.Cl[Pd]Cl.[Fe+2] (Pd(dppf)Cl2). Run in C(Cl)Cl (CH2Cl2). Yields the product O=C1N(CC2=CC(=CC=C12)C1=CC=C(C=C1)NC(=O)NC1=CC(=CC=C1)C(F)(F)F)[C@H](C(=O)OC)C1=CC=CC=C1 ((S)-Methyl 2-(1-oxo-5-(4-(3-(3-(trifluoromethyl)phenyl)ureido)phenyl)isoindolin-2-yl)-2-phenylacetate). Reaction SMILES: [CH3:1][CH:2]([CH3:38])[C@@H:3]([N:8]1[CH2:16][C:15]2[C:10](=[CH:11][CH:12]=[C:13]([C:17]3[CH:22]=[CH:21][C:20]([NH:23][C:24]([NH:26][C:27]4[CH:32]=[CH:31][CH:30]=[C:29]([C:33]([F:36])([F:35])[F:34])[CH:28]=4)=[O:25])=[CH:19][CH:18]=3)[CH:14]=2)[C:9]1=[O:37])[C:4]([O:6][CH3:7])=[O:5].Br[C:40]1[CH:41]=C2C(=C[CH:48]=1)C(=O)N(C1(C(OC)=O)CCCC1)C2.CC1(C)C(C)(C)OB(C2C=CC(NC(NC3C=CC=C(C(F)(F)F)C=3)=O)=CC=2)O1>C1C=CC(P(C2C=CC=CC=2)[C-]2C=CC=C2)=CC=1.C1C=CC(P(C2C=CC=CC=2)[C-]2C=CC=C2)=CC=1.Cl[Pd]Cl.[Fe+2].C(Cl)Cl>[O:37]=[C:9]1[C:10]2[C:15](=[CH:14][C:13]([C:17]3[CH:18]=[CH:19][C:20]([NH:23][C:24]([NH:26][C:27]4[CH:32]=[CH:31][CH:30]=[C:29]([C:33]([F:36])([F:34])[F:35])[CH:28]=4)=[O:25])=[CH:21][CH:22]=3)=[CH:12][CH:11]=2)[CH2:16][N:8]1[C@@H:3]([C:2]1[CH:38]=[CH:41][CH:40]=[CH:48][CH:1]=1)[C:4]([O:6][CH3:7])=[O:5] |f:3.4.5.6|. Procedure details: The compound of example 372 was prepared analogous to compound of example 360 by reaction of the compound of example 371, compound of example 357 and Pd(dppf)Cl2: CH2Cl2. Reactants: S(=O)(=O)(OC)OC (dimethyl sulfate), CSC=1C=2C3=C(C(NC3=CC1)=O)C=CC2 (6-methylthiobenz(cd)indol-2-(1H)-one), P12(=S)SP3(=S)SP(=S)(S1)SP(=S)(S2)S3 (P2S5). The solvent is N1=CC=CC=C1 (pyridine). Yields the product CSC=1C=2C3=C(C(=NC3=CC1)S)C=CC2 (6-methylthiobenz(CD)indol-2-thiol). Reaction SMILES: S(OC)(OC)(=O)=O.[CH3:8][S:9][C:10]1[C:11]2[C:12]3[C:16](=[CH:17][CH:18]=1)[NH:15][C:14](=O)[C:13]=3[CH:20]=[CH:21][CH:22]=2.P12(SP3(SP(SP(S3)(S1)=S)(=S)S2)=S)=[S:24]>N1C=CC=CC=1>[CH3:8][S:9][C:10]1[C:11]2[C:12]3[C:16](=[CH:17][CH:18]=1)[N:15]=[C:14]([SH:24])[C:13]=3[CH:20]=[CH:21][CH:22]=2. Procedure: Chlorosulfonation of benz(cd)indol-2-(1H-one yields the 6-sulfonylchloride derivative, which upon treatment with zinc dust in acetic acid-hydrochloric acid solution, yields 6-mercaptobenz(cd)indol-2-(1H)-one. Treatment with dimethyl sulfate in alkaline solution leads to 6-methylthiobenz(cd)indol-2-(1H)-one, which on heating with P2S5 in pyridine yields 6-methylthiobenz(CD)indol-2-thiol. The reaction of the latter compound with molar equivalents of 3-(4-pyridinyl)propanamine and mercuric acetate ... The reactants are O=C([O-])[O-], Cc1nc(O)c([N+](=O)[O-])c(N2CCc3ccccc3CC2)n1, CN(C)C=O, [K+], [K+], Cc1ccc(S(=O)(=O)OCCCc2cccnc2)cc1. Product: Cc1nc(OCCCc2cccnc2)c([N+](=O)[O-])c(N2CCc3ccccc3CC2)n1. As a reaction SMILES: [C:43](=[O:44])([O-:45])[O-:46].[CH3:1][c:2]1[n:3][c:4]([N:12]2[CH2:13][CH2:14][c:15]3[c:16]([cH:19][cH:20][cH:21][cH:22]3)[CH2:17][CH2:18]2)[c:5]([N+:9](=[O:10])[O-:11])[c:6]([OH:8])[n:7]1.[CH3:49][N:50]([CH3:51])[CH:52]=[O:53].[K+:47].[K+:48].[n:23]1[cH:24][c:25]([CH2:29][CH2:30][CH2:31][O:32][S:33]([c:34]2[cH:35][cH:36][c:37]([CH3:38])[cH:39][cH:40]2)(=[O:41])=[O:42])[cH:26][cH:27][cH:28]1>>[CH3:1][c:2]1[n:3][c:4]([N:12]2[CH2:13][CH2:14][c:15]3[c:16]([cH:19][cH:20][cH:21][cH:22]3)[CH2:17][CH2:18]2)[c:5]([N+:9](=[O:10])[O-:11])[c:6]([O:8][CH2:31][CH2:30][CH2:29][c:25]2[cH:24][n:23][cH:28][cH:27][cH:26]2)[n:7]1. Starting materials: sat'd solution, O.O.O.O.C(=O)([O-])C(O)C(O)C(=O)[O-].[Na+].[K+] (potassium sodium tartrate tetrahydrate), C(C)(C)(C)OC(=O)N1CCC(CC1)=O (1-t-butoxycarbonyl-4-piperidone), solution, [H-].C(C(C)C)[Al+]CC(C)C (diisobutylaluminum hydride). Run in C1CCOC1 (THF), C1(=CC=CC=C1)C (toluene). Conditions: temperature -20 celsius, time 3 hour. Yields the product C(CCC)OC1CCNCC1 (4-(Butyloxy)piperidine). RXN SMILES: C(OC([N:8]1[CH2:13][CH2:12][C:11](=[O:14])[CH2:10][CH2:9]1)=O)(C)(C)C.[H-].C([Al+]CC(C)C)C(C)C.O.O.O.O.[C:29]([CH:32]([CH:34]([C:36]([O-])=O)O)O)([O-])=O.[Na+].[K+]>C1COCC1.C1(C)C=CC=CC=1>[CH2:29]([O:14][CH:11]1[CH2:10][CH2:9][NH:8][CH2:13][CH2:12]1)[CH2:32][CH2:34][CH3:36] |f:1.2,3.4.5.6.7.8.9|. Procedure: To a solution of 10 g (50 mmol) of 1-t-butoxycarbonyl-4-piperidone (Aldrich) in 10 mL of THF at −78° C. was added 75 mL (75 mmol) of a 1 M solution of diisobutylaluminum hydride in toluene. The reaction mixture was allowed to warm to −20° C. and stirred for 3 h. After this time it was poured into 500 mL of sat'd solution of potassium sodium tartrate tetrahydrate (Rochelle salt), the mixture was stirred vigorously for 20 min, and the layers were separated. The aqueous layer was washed with ethyl ...